Dataset: the Open Reaction Database (ORD), a public repository of structured organic reaction records. Task: describe an organic reaction: reactants, conditions, products, and yield As a reaction SMILES: [OH:1][C@:2]([CH3:18])([C:16]#[CH:17])[CH2:3][CH2:4][C:5]1[C:6](=[O:15])[C:7]([CH3:14])=[C:8]([CH3:13])[C:9](=[O:12])[C:10]=1[CH3:11].[C:19](OC(=O)C)(=[O:21])[CH3:20]>C(N(CC)CC)C>[C:19]([O:1][C@:2]([CH3:18])([C:16]#[CH:17])[CH2:3][CH2:4][C:5]1[C:6](=[O:15])[C:7]([CH3:14])=[C:8]([CH3:13])[C:9](=[O:12])[C:10]=1[CH3:11])(=[O:21])[CH3:20]. Procedure: A mixture of 1.23 g (5 mmol) of (S)-2-[3-hydroxy-3-methyl-4-pentynyl]-3,5,6-trimethyl-2,5-cyclohexadiene-1,4-dione ([α]D25 +11.3° CH2Cl2). 1.05 mL of triethylamine, 120 mg of 4-N,N-dimethylamino pyridine, and 0.6 mL of acetic anhydride in 8 mL of CH2CL2 was stirred at 25° C. under argon for 17 h. It was diluted with CH2CL2 (70 mL), washed with 1.0 N HCl, saturated NaHCO3 solution, water and dried over MgSO4. The crude material (1.6 g) was purified by flash chromatography on silica gol (50 g: 230... Reactants: 4-N,N-dimethylamino pyridine, C(C)(=O)OC(C)=O (acetic anhydride), O[C@@](CCC=1C(C(=C(C(C1C)=O)C)C)=O)(C#C)C ((S)-2-[3-hydroxy-3-methyl-4-pentynyl]-3,5,6-trimethyl-2,5-cyclohexadiene-1,4-dione). The product is C(C)(=O)O[C@@](CCC=1C(C(=C(C(C1C)=O)C)C)=O)(C#C)C ((S)-2-[3-(acetyloxy)-3-methyl-4-pentynyl]-3,5,6-trimethyl-2,5-cyclohexadiene-1,4-dione). Run in C(C)N(CC)CC (triethylamine). Starting materials: CC(C(C=CC1=CC=CC=C1)=O)(C(C=CC1=CC=CC=C1)=O)C (4,4-Dimethyl-1,7-diphenyl-1,6-heptadiene-3,5-dione). Yield: 77.8%. Yields the product CC(C(CCC1=CC=CC=C1)=O)(C(CCC1=CC=CC=C1)=O)C (4,4-Dimethyl-1,7-diphenylheptane-3,5-dione). Reagents/catalysts: [Pd] (palladium on activated carbon). Run in C(C)(=O)OCC (ethyl acetate). RXN SMILES: [CH3:1][C:2]([CH3:23])([C:13](=[O:22])[CH:14]=[CH:15][C:16]1[CH:21]=[CH:20][CH:19]=[CH:18][CH:17]=1)[C:3](=[O:12])[CH:4]=[CH:5][C:6]1[CH:11]=[CH:10][CH:9]=[CH:8][CH:7]=1>[Pd].C(OCC)(=O)C>[CH3:1][C:2]([CH3:23])([C:3](=[O:12])[CH2:4][CH2:5][C:6]1[CH:7]=[CH:8][CH:9]=[CH:10][CH:11]=1)[C:13](=[O:22])[CH2:14][CH2:15][C:16]1[CH:21]=[CH:20][CH:19]=[CH:18][CH:17]=1. Reported procedure: 4,4-Dimethyl-1,7-diphenyl-1, 6-heptadiene-3,5-dione (11b, 0.15 g, 0.5 mmol) and palladium on activated carbon (0.20 g, 10%) were combined in ethyl acetate (25 ml). The mixture was placed under a hydrogen atmosphere (60 psi) on a Parr apparatus for 1 hr at room temperature. The resulting mixture was filtered through celite and the filtrate was washed with saturated sodium chloride, dried over magnesium sulfate, filtered and evaporated to afford an oil. The crude oil was chromatographed on silica ... Reactants: COC1=CC=C(C=C1)[C@@H]1SC2=C(NC([C@@H]1O)=O)C=CC(=C2)OC ((±)-cis-2-(4-methoxyphenyl)-3-hydroxy-8-methoxy-2,3-dihydro-1,5-benzothiazepin-4(5H)-one), C(C)(=O)Cl (acetyl chloride), ice water, N1=CC=CC=C1 (pyridine). The solvent is CN(C=O)C (dimethylformamide), CN(C=O)C (dimethylformamide). Reaction conditions: time 1 hour. Product: COC1=CC=C(C=C1)[C@@H]1SC2=C(NC([C@@H]1OC(C)=O)=O)C=CC(=C2)OC ((±)-cis-2-(4-methoxyphenyl)-3-acetoxy-8-methoxy-2,3-dihydro-1,5-benzothiazepin-4(5H)-one). Yield: 82.5%. As a reaction SMILES: [CH3:1][O:2][C:3]1[CH:8]=[CH:7][C:6]([C@H:9]2[C@@H:15]([OH:16])[C:14](=[O:17])[NH:13][C:12]3[CH:18]=[CH:19][C:20]([O:22][CH3:23])=[CH:21][C:11]=3[S:10]2)=[CH:5][CH:4]=1.N1C=CC=CC=1.[C:30](Cl)(=[O:32])[CH3:31]>CN(C)C=O>[CH3:1][O:2][C:3]1[CH:8]=[CH:7][C:6]([C@H:9]2[C@@H:15]([O:16][C:30](=[O:32])[CH3:31])[C:14](=[O:17])[NH:13][C:12]3[CH:18]=[CH:19][C:20]([O:22][CH3:23])=[CH:21][C:11]=3[S:10]2)=[CH:5][CH:4]=1. Procedure: A solution of 500 mg of (±)-cis-2-(4-methoxyphenyl)-3-hydroxy-8-methoxy-2,3-dihydro-1,5-benzothiazepin-4(5H)-one and 358 mg of pyridine in 8 ml of dimethylformamide is ice-cooled, and a solution of 130 mg of acetyl chloride in 2 ml of dimethylformamide is dropwise added thereto. The mixture is stirred at room temperature for one hour. After the reaction is completed, the mixture is poured into ice-water. The aqueous mixture is extracted with chloroform, and the extract is washed with 10% hydroch... Reactants: CCOC=O, Nc1nn(CCN2CCCCC2)cc1-c1ccccc1. Yields the product O=CNc1nn(CCN2CCCCC2)cc1-c1ccccc1. As a reaction SMILES: [CH:21](=[O:22])[O:23][CH2:24][CH3:25].[c:1]1(-[c:7]2[c:8]([NH2:20])[n:9][n:10]([CH2:12][CH2:13][N:14]3[CH2:15][CH2:16][CH2:17][CH2:18][CH2:19]3)[cH:11]2)[cH:2][cH:3][cH:4][cH:5][cH:6]1>>[c:1]1(-[c:7]2[c:8]([NH:20][CH:21]=[O:22])[n:9][n:10]([CH2:12][CH2:13][N:14]3[CH2:15][CH2:16][CH2:17][CH2:18][CH2:19]3)[cH:11]2)[cH:2][cH:3][cH:4][cH:5][cH:6]1. Starting materials: [Na+].ClC1=C(C=C2/C(/C(N(C2=C1)C(=O)[NH-])=O)=C(\C=1SC=CC1)/O)F ((Z)- 6-chloro-5-fluoro-2,3-dihydro-3-(hydroxy-2-thienylmethylene)-2-oxo-1H-indole-1-carboxamide sodium salt), [I-].[Na+] (sodium iodide), O1C(=CC=C1)C(=O)Cl (2-furoyl chloride). Run in ClCCl (dichloromethane). Run at time 20 hour. Product: ClC1=C(C=C2C(C(N(C2=C1)C(=O)N)=O)=C(C=1SC=CC1)OC(=O)C=1OC=CC1)F (6-Chloro-5-fluoro-2,3-dihydro-3-[(2-furoyl)oxy-(2-thienyl)methylene]-2-oxo-1H-indole-1-carboxamide). RXN SMILES: [Na+].[Cl:2][C:3]1[CH:11]=[C:10]2[C:6](/[C:7](=[C:16](/[OH:22])\[C:17]3[S:18][CH:19]=[CH:20][CH:21]=3)/[C:8](=[O:15])[N:9]2[C:12]([NH-:14])=[O:13])=[CH:5][C:4]=1[F:23].[I-].[Na+].[O:26]1[CH:30]=[CH:29][CH:28]=[C:27]1[C:31](Cl)=[O:32]>ClCCl>[Cl:2][C:3]1[CH:11]=[C:10]2[C:6]([C:7](=[C:16]([O:22][C:31]([C:27]3[O:26][CH:30]=[CH:29][CH:28]=3)=[O:32])[C:17]3[S:18][CH:19]=[CH:20][CH:21]=3)[C:8](=[O:15])[N:9]2[C:12]([NH2:14])=[O:13])=[CH:5][C:4]=1[F:23] |f:0.1,2.3|. Procedure details: To a stirred suspension of (Z)- 6-chloro-5-fluoro-2,3-dihydro-3-(hydroxy-2-thienylmethylene)-2-oxo-1H-indole-1-carboxamide sodium salt (1.4 gm., 3.88 mmole) and sodium iodide (20 mg, 0.12 mmole) in 30 ml of dichloromethane was added 2-furoyl chloride (380 mg, 3.88 mmole). The resulting suspension was then stirred for 20 hr. at room temperature. The reaction suspension was filtered and washed with dichloromethane to remove unreacted 6-chloro-5-fluoro-2,3-dihydro-3-(hydroxy-2-thienylmethylene)-2-o... The reactants are F[B-](F)(F)F, c1ccc2c(c1)CCNC2, CCN(C(C)C)C(C)C, [Na+], CN(C)C=O, O=C(O)CCc1ccc(O)cc1, O=C([O-])O, CN(C)C(On1nnc2ccccc21)=[N+](C)C. Yields the product O=C(CCc1ccc(O)cc1)N1CCc2ccccc2C1. As a reaction SMILES: [B-:23]([F:24])([F:25])([F:26])[F:27].[CH2:13]1[NH:14][CH2:15][CH2:16][c:17]2[cH:18][cH:19][cH:20][cH:21][c:22]21.[CH:45]([N:46]([CH2:47][CH3:48])[CH:49]([CH3:50])[CH3:51])([CH3:52])[CH3:53].[Na+:54].[O:59]=[CH:60][N:61]([CH3:62])[CH3:63].[OH:1][c:2]1[cH:3][cH:4][c:5]([CH2:8][CH2:9][C:10](=[O:11])[OH:12])[cH:6][cH:7]1.[OH:55][C:56](=[O:57])[O-:58].[n:28]1([O:29][C:30]([N:31]([CH3:32])[CH3:33])=[N+:34]([CH3:35])[CH3:36])[c:37]2[cH:38][cH:39][cH:40][cH:41][c:42]2[n:43][n:44]1>>[OH:1][c:2]1[cH:3][cH:4][c:5]([CH2:8][CH2:9][C:10](=[O:12])[N:14]2[CH2:13][c:22]3[c:17]([cH:18][cH:19][cH:20][cH:21]3)[CH2:16][CH2:15]2)[cH:6][cH:7]1. Starting materials: ClC1=C(C(=CC(=C1)C(F)(F)F)Cl)N1N=C(C=C1C)C (1-(2,6-dichloro-4-trifluoromethylphenyl)-3,5-dimethylpyrazole), IN1C(CCC1=O)=O (N-iodosuccinimide). The solvent is C(C)#N (acetonitrile), C(C)#N (acetonitrile). Product: ClC1=C(C(=CC(=C1)C(F)(F)F)Cl)N1N=C(C(=C1C)I)C (1-(2,6-Dichloro-4-trifluoromethylphenyl)-3,5-dimethyl-4-iodopyrazole). Reaction SMILES: [Cl:1][C:2]1[CH:7]=[C:6]([C:8]([F:11])([F:10])[F:9])[CH:5]=[C:4]([Cl:12])[C:3]=1[N:13]1[C:17]([CH3:18])=[CH:16][C:15]([CH3:19])=[N:14]1.[I:20]N1C(=O)CCC1=O>C(#N)C>[Cl:1][C:2]1[CH:7]=[C:6]([C:8]([F:9])([F:10])[F:11])[CH:5]=[C:4]([Cl:12])[C:3]=1[N:13]1[C:17]([CH3:18])=[C:16]([I:20])[C:15]([CH3:19])=[N:14]1. Procedure details: To a stirred solution of 1-(2,6-dichloro-4-trifluoromethylphenyl)-3,5-dimethylpyrazole (0.218 g) in acetonitrile (3 ml) at room temperature was added dropwise a solution of N-iodosuccinimide (0.158 g) in acetonitrile (2 ml). After 27 hours the mixture was evaporated to dryness and the residue purified by column chromatography on silica gel (5 g) eluted with dichloromethane. Combination and evaporation of suitable fractions provided the title compound as yellow oil. The reactants are C1(=CC=CC=C1)C1(CC(C(CC1)=O)C=O)C1=CC=CC=C1 (4,4-diphenyl-2-formylcyclohexanone), ClC=1C(C(=C(C(C1Cl)=O)C#N)C#N)=O (2,3-dichloro-5,6-dicyano-1,4-benzoquinone). The solvent is O1CCOCC1 (dioxane). Reaction conditions: temperature 0 celsius. The product is C1(=CC=CC=C1)C1(C=C(C(CC1)=O)C=O)C1=CC=CC=C1 (4,4-Diphenyl-2-formyl-2-cyclohexen-1-one). Isolated yield 27.2%. RXN SMILES: [C:1]1([C:7]2([C:16]3[CH:21]=[CH:20][CH:19]=[CH:18][CH:17]=3)[CH2:12][CH2:11][C:10](=[O:13])[CH:9]([CH:14]=[O:15])[CH2:8]2)[CH:6]=[CH:5][CH:4]=[CH:3][CH:2]=1.ClC1C(=O)C(C#N)=C(C#N)C(=O)C=1Cl>O1CCOCC1>[C:1]1([C:7]2([C:16]3[CH:21]=[CH:20][CH:19]=[CH:18][CH:17]=3)[CH2:12][CH2:11][C:10](=[O:13])[C:9]([CH:14]=[O:15])=[CH:8]2)[CH:2]=[CH:3][CH:4]=[CH:5][CH:6]=1. Procedure details: A solution of 4,4-diphenyl-2-formylcyclohexanone (44.5 g) and 2,3-dichloro-5,6-dicyano-1,4-benzoquinone (38 g) in dioxane (650 cc) is stirred for 30 minutes at 25° C. and then cooled to 0° C.; the solid is removed by filtration and the filtrate is concentrated to dryness under reduced pressure (2.7 kPa). The residue is chromatographed on a column of silica gel (0.2-0.06 mm, diameter 6 cm, height 63 cm), eluting with a mixture of cyclohexane and ethyl acetate (80:20 by volume) and collecting 50-c... Reactants: C(=O)C12C3=CC=CC=C3C(C=3C=CC=CC13)C2 (9-formyl-9,10-dihydro-9,10-methanoanthracene), [Cl-].C(=O)(O)CC[P+](C1=CC=CC=C1)(C1=CC=CC=C1)C1=CC=CC=C1 (β-carboxyethyltriphenylphosphonium chloride), CS(=O)C (dimethylsulfoxide), Cl (hydrochloric acid), [H-].[Na+] (sodium hydride), oil. The solvent is O (water), O1CCCC1 (tetrahydrofuran). Reaction conditions: temperature 0 celsius, time 6 hour. The product is C1=CC=CC=2C3C4=CC=CC=C4C(C12)(C3)C=CCC(=O)O (γ-(9,10-dihydro-9,10-methano-9-anthryl)-β-butenoic acid). As a reaction SMILES: C([C:3]12[CH2:17][CH:10]([C:11]3[CH:12]=[CH:13][CH:14]=[CH:15][C:16]=31)[C:9]1[C:4]2=[CH:5][CH:6]=[CH:7][CH:8]=1)=O.[Cl-].[C:19]([CH2:22][CH2:23][P+](C1C=CC=CC=1)(C1C=CC=CC=1)C1C=CC=CC=1)([OH:21])=[O:20].[H-].[Na+].Cl.[CH3:46]S(C)=O>O1CCCC1.O>[CH:15]1[C:16]2[C:3]3([CH:46]=[CH:23][CH2:22][C:19]([OH:21])=[O:20])[CH2:17][CH:10]([C:9]4[C:8]3=[CH:7][CH:6]=[CH:5][CH:4]=4)[C:11]=2[CH:12]=[CH:13][CH:14]=1 |f:1.2,3.4|. Procedure details: To a mixture of 9-formyl-9,10-dihydro-9,10-methanoanthracene (110 mg) and β-carboxyethyltriphenylphosphonium chloride (186 mg) in dimethylsulfoxide (2 ml) and tetrahydrofuran (2 ml) was added 65.4% sodium hydride dispersion in mineral oil (37 mg) at 0° C. under nitrogen. The reaction mixture was stirred at 0° C. for 6 hours, diluted with water, acidified with hydrochloric acid and extracted with benzene. The benzene extract was shaken with 2 N aqueous sodium hydroxide. The basic layer was acidif... Starting materials: NC1=C(C=C(C=C1)F)O (2-amino-5-fluorophenol), [H-].[Na+] (sodium hydride), BrC(C(=O)OCC)(F)F (ethyl 2-bromo-2,2-difluoroacetate). Solvent: O1CCCC1 (tetrahydrofuran). Conditions: temperature -15 celsius, time 15 minute. Product: BrC(C(=O)NC1=C(C=C(C=C1)F)O)(F)F (2-bromo-2,2-difluoro-N-(4-fluoro-2-hydroxyphenyl)acetamide). The yield is 105.6%. RXN SMILES: [NH2:1][C:2]1[CH:7]=[CH:6][C:5]([F:8])=[CH:4][C:3]=1[OH:9].[H-].[Na+].[Br:12][C:13]([F:20])([F:19])[C:14](OCC)=[O:15]>O1CCCC1>[Br:12][C:13]([F:20])([F:19])[C:14]([NH:1][C:2]1[CH:7]=[CH:6][C:5]([F:8])=[CH:4][C:3]=1[OH:9])=[O:15] |f:1.2|. Procedure: To 2-amino-5-fluorophenol (14 g, 110 mmol) in dry tetrahydrofuran at 0° C. was added sodium hydride (55 wt % in mineral oil; 4.81 g, 110 mmol). The resulting mixture was stirred for 15 minutes at −15° C. Subsequently ethyl 2-bromo-2,2-difluoroacetate (24.59 g, 121 mmol) was added dropwise and the resulting mixture was stirred at 0° C. for two hours. The reaction mixture was quenched with saturated aqueous NH4Cl solution and extracted with ethyl acetate. The combined extracts were washed with bri...